Dataset: the Open Reaction Database (ORD), a public repository of structured organic reaction records. Task: describe an organic reaction: reactants, conditions, products, and yield Starting materials: C(=O)(O)[O-].[Na+].[O-]S(=O)(=S)[O-].[Na+].[Na+] (NaHCO3 Na2S2O3), BrBr (Br2), C(C)(C)(C)[Si](N1C=CC=2C1=NC=C(C2)C2=CC(=CC=C2)F)(C)C (1-(tert-Butyl-dimethyl-silanyl)-5-(3-fluoro-phenyl)-1H-pyrrolo[2,3-b]pyridine), N1=CC=CC=C1 (pyridine). Run in C(Cl)(Cl)(Cl)Cl (CCl4), C(Cl)(Cl)Cl (CHCl3). Yields the product BrC1=CN(C2=NC=C(C=C21)C2=CC(=CC=C2)F)[Si](C)(C)C(C)(C)C (3-Bromo-1-(tert-butyl-dimethyl-silanyl)-5-(3-fluoro-phenyl)-1H-pyrrolo[2,3-b]pyridine). The yield is 95.8%. As a reaction SMILES: [Br:1]Br.[C:3]([Si:7]([CH3:25])([CH3:24])[N:8]1[C:12]2=[N:13][CH:14]=[C:15]([C:17]3[CH:22]=[CH:21][CH:20]=[C:19]([F:23])[CH:18]=3)[CH:16]=[C:11]2[CH:10]=[CH:9]1)([CH3:6])([CH3:5])[CH3:4].N1C=CC=CC=1.C([O-])(O)=O.[Na+].[O-]S([O-])(=S)=O.[Na+].[Na+]>C(Cl)(Cl)(Cl)Cl.C(Cl)(Cl)Cl>[Br:1][C:10]1[C:11]2[C:12](=[N:13][CH:14]=[C:15]([C:17]3[CH:22]=[CH:21][CH:20]=[C:19]([F:23])[CH:18]=3)[CH:16]=2)[N:8]([Si:7]([C:3]([CH3:6])([CH3:5])[CH3:4])([CH3:25])[CH3:24])[CH:9]=1 |f:3.4.5.6.7|. Procedure: A solution of Br2 (1.12 mL, 21.8 mmol) in CCl4 was added dropwise to a stirred and cooled (0° C.) solution of 8 (7.10 g, 21.8 mmol) and pyridine (2.1 mL, 26.2 mmol) in dry CHCl3 (330 mL). Progress of the reaction was followed by TLC. When the reaction was completed, aqueous NaHCO3—Na2S2O3 solution was added. The organic solution was separated and the aqueous layer was extracted with CH2Cl2 (3×100 mL). Combined organic solutions were dried (MgSO4), concentrated and purified by SGC with hexane:ben... Starting materials: OC1=C(C=C(C=C1)O)N1C(C2=CC=CC=C2C1=O)=O (2-(2,5-dihydroxyphenyl)-1H-isoindole-1,3(2 H)-dione), [Si](C1=CC=CC=C1)(C1=CC=CC=C1)(C(C)(C)C)Cl (tert-butyldiphenylsilyl chloride), N1C=NC=C1 (imidazole). The solvent is CN(C)C=O (DMF). Yields the product [Si](C1=CC=CC=C1)(C1=CC=CC=C1)(C(C)(C)C)OC=1C=CC(=C(C1)N1C(C2=CC=CC=C2C1=O)=O)O (2-(5-{[tert-butyl(diphenyl)silyl]oxy}-2-hydroxyphenyl)-1H-isoindole-1,3(2H)-dione). Isolated yield 68.1%. RXN SMILES: [OH:1][C:2]1[CH:7]=[CH:6][C:5]([OH:8])=[CH:4][C:3]=1[N:9]1[C:17](=[O:18])[C:16]2[C:11](=[CH:12][CH:13]=[CH:14][CH:15]=2)[C:10]1=[O:19].[Si:20](Cl)([C:33]([CH3:36])([CH3:35])[CH3:34])([C:27]1[CH:32]=[CH:31][CH:30]=[CH:29][CH:28]=1)[C:21]1[CH:26]=[CH:25][CH:24]=[CH:23][CH:22]=1.N1C=CN=C1>CN(C=O)C>[Si:20]([O:8][C:5]1[CH:6]=[CH:7][C:2]([OH:1])=[C:3]([N:9]2[C:17](=[O:18])[C:16]3[C:11](=[CH:12][CH:13]=[CH:14][CH:15]=3)[C:10]2=[O:19])[CH:4]=1)([C:33]([CH3:36])([CH3:35])[CH3:34])([C:27]1[CH:28]=[CH:29][CH:30]=[CH:31][CH:32]=1)[C:21]1[CH:26]=[CH:25][CH:24]=[CH:23][CH:22]=1. Procedure details: A mixture of Example 73B (5.31 g, 20.81 mmol), tert-butyldiphenylsilyl chloride (5.68 mL, 21.85 mmol), imidazole (2.83 g, 41.62 mmol) in anhydrous DMF (100 mL) was heated at 50° C. for 2 days. The solvent was removed via vacuum pump. THF (200 mL) was added. The mixture was ultrosonicated. The suspension was filtered. The solution was dried with silica gel powder (20 g). 20% ethyl acetate in hexanes (1 L) and 30% ethyl acetate in hexanes (1 L) were used to perform flash chromatography to give the... The reactants are C(C1=CC=CC=C1)OC=1C=C(C=O)C=CC1OC (3-Benzyloxy-4-methoxybenzaldehyde), C(C)(=O)[O-].[NH4+] (ammonium acetate), [N+](=O)([O-])CC (nitroethane). The product is C(C1=CC=CC=C1)OC1=C(C=CC(=C1)\C=C(/C)\[N+](=O)[O-])OC (2-(Benzyloxy)-1-methoxy-4-((E)-2-nitroprop-1-enyl)benzene). The yield is 63.0%. RXN SMILES: [CH2:1]([O:8][C:9]1[CH:10]=[C:11]([CH:14]=[CH:15][C:16]=1[O:17][CH3:18])[CH:12]=O)[C:2]1[CH:7]=[CH:6][CH:5]=[CH:4][CH:3]=1.C([O-])(=O)C.[NH4+].[N+:24]([CH2:27][CH3:28])([O-:26])=[O:25]>>[CH2:1]([O:8][C:9]1[CH:10]=[C:11](/[CH:12]=[C:27](/[N+:24]([O-:26])=[O:25])\[CH3:28])[CH:14]=[CH:15][C:16]=1[O:17][CH3:18])[C:2]1[CH:7]=[CH:6][CH:5]=[CH:4][CH:3]=1 |f:1.2|. Reported procedure: 3-Benzyloxy-4-methoxybenzaldehyde (8.0 g, 33.05 mmol), ammonium acetate (2.55 g, 33.05 mmol) and nitroethane (120 ml) were stirred under reflux for 22 h. The reaction mixture was cooled to rt and nitroethane was removed in vacuo. The solid residue was dissolved in ethyl acetate (200 ml), washed with water (40 ml) and brine (2×40 ml), dried (MgSO4) and concentrated in vacuo. Recrystallisation from ethanol afforded the title compound (6.19 g, 63%) as yellow crystals. mp=102-104° C. 1H NMR (270 MHz... Starting materials: COC1=NC=C(C=N1)/C=C/C(=O)OC (methyl (E)-3-(2-methoxy-5-pyrimidinyl)acrylate), [OH-].[K+] (potassium hydroxide), Cl (hydrochloric acid). The solvent is CO (methanol). Conditions: temperature 50 celsius, time 2 hour. Yields the product COC1=NC=C(C=N1)/C=C/C(=O)O ((E)-3-(2-methoxy-5-pyrimidinyl)acrylic acid). Yield: 95.9%. Reaction SMILES: [CH3:1][O:2][C:3]1[N:8]=[CH:7][C:6](/[CH:9]=[CH:10]/[C:11]([O:13]C)=[O:12])=[CH:5][N:4]=1.[OH-].[K+].Cl>CO>[CH3:1][O:2][C:3]1[N:8]=[CH:7][C:6](/[CH:9]=[CH:10]/[C:11]([OH:13])=[O:12])=[CH:5][N:4]=1 |f:1.2|. Procedure: To 1.26 g of methyl (E)-3-(2-methoxy-5-pyrimidinyl)acrylate were added 40 ml of methanol and 3.25 ml of a 4N potassium hydroxide aqueous solution, and the mixture was stirred at 50° C. for 2 hours. To the reaction mixture was added 0.5N hydrochloric acid, and the solution was extracted with ethyl acetate. The ethyl acetate layer was washed with a saturated aqueous solution of sodium chloride, dried over anhydrous sodium sulfate, and then concentrated under reduced pressure to give 1.12 g (6.22 m...